From a dataset of the Open Reaction Database (ORD), a public repository of structured organic reaction records. describe an organic reaction: reactants, conditions, products, and yield The reactants are ClCCCBr, COCOc1ccc(C(c2ccc(OCOC)cc2)c2c(C(=O)N3CCN(c4ccccc4Cl)CC3)[nH]c3ccccc23)cc1, CN(C)C=O, [Cl-], [H-], [NH4+], [Na+], O. The product is COCOc1ccc(C(c2ccc(OCOC)cc2)c2c(C(=O)N3CCN(c4ccccc4Cl)CC3)n(CCCCl)c3ccccc23)cc1. As a reaction SMILES: [Br:48][CH2:49][CH2:50][CH2:51][Cl:52].[CH3:1][O:2][CH2:3][O:4][c:5]1[cH:6][cH:7][c:8]([CH:11]([c:12]2[c:13]([C:21](=[O:22])[N:23]3[CH2:24][CH2:25][N:26]([c:29]4[c:30]([Cl:35])[cH:31][cH:32][cH:33][cH:34]4)[CH2:27][CH2:28]3)[nH:14][c:15]3[cH:16][cH:17][cH:18][cH:19][c:20]23)[c:36]2[cH:37][cH:38][c:39]([O:42][CH2:43][O:44][CH3:45])[cH:40][cH:41]2)[cH:9][cH:10]1.[CH3:55][N:56]([CH3:57])[CH:58]=[O:59].[Cl-:53].[H-:46].[NH4+:54].[Na+:47].[OH2:60]>>[CH3:1][O:2][CH2:3][O:4][c:5]1[cH:6][cH:7][c:8]([CH:11]([c:12]2[c:13]([C:21](=[O:22])[N:23]3[CH2:24][CH2:25][N:26]([c:29]4[c:30]([Cl:35])[cH:31][cH:32][cH:33][cH:34]4)[CH2:27][CH2:28]3)[n:14]([CH2:49][CH2:50][CH2:51][Cl:52])[c:15]3[cH:16][cH:17][cH:18][cH:19][c:20]23)[c:36]2[cH:37][cH:38][c:39]([O:42][CH2:43][O:44][CH3:45])[cH:40][cH:41]2)[cH:9][cH:10]1. Procedure: 2-pyridin-4-yl-1-[4-(quinolin-2-ylmethoxy)-phenyl]-ethanone (200 mg) was heated at reflux in dimethoxymethyl-dimethyl amine (1 ml) for 1 h and concentrated. The crude reaction mixture was dissolved in ethanol (3 ml) and formamidine hydrochloride (90 mg, 2 eq.) was added. In a separate flask sodium (40 mg) was added to ethanol 3 ml and stirred 10 min. The sodium ethoxide solution was added to the reaction mixture and was heated at reflux for 1 h. The reaction mixture was concentrated and purified... The reactants are [Na] (sodium), N1=CC=C(C=C1)CC(=O)C1=CC=C(C=C1)OCC1=NC2=CC=CC=C2C=C1 (2-pyridin-4-yl-1-[4-(quinolin-2-ylmethoxy)-phenyl]-ethanone), [O-]CC.[Na+] (sodium ethoxide), Cl.C(=N)N (formamidine hydrochloride). Yields the product N1=CC=C(C=C1)C=1C(=NC=NC1)C1=CC=C(OCC2=NC3=CC=CC=C3C=C2)C=C1 (2-[4-(5-Pyridin-4-yl-pyrimidin-4-yl)-phenoxymethyl]-quinoline). The solvent is C(C)O (ethanol), COC(OC)N(C)C (dimethoxymethyl-dimethyl amine), C(C)O (ethanol). Reaction conditions: time 10 minute. The yield is 38.0%. RXN SMILES: [N:1]1[CH:6]=[CH:5][C:4]([CH2:7][C:8]([C:10]2[CH:15]=[CH:14][C:13]([O:16][CH2:17][C:18]3[CH:27]=[CH:26][C:25]4[C:20](=[CH:21][CH:22]=[CH:23][CH:24]=4)[N:19]=3)=[CH:12][CH:11]=2)=O)=[CH:3][CH:2]=1.Cl.[CH:29]([NH2:31])=[NH:30].[Na].[O-][CH2:34]C.[Na+]>COC(N(C)C)OC.C(O)C>[N:1]1[CH:6]=[CH:5][C:4]([C:7]2[C:8]([C:10]3[CH:15]=[CH:14][C:13]([O:16][CH2:17][C:18]4[CH:27]=[CH:26][C:25]5[C:20](=[CH:21][CH:22]=[CH:23][CH:24]=5)[N:19]=4)=[CH:12][CH:11]=3)=[N:30][CH:29]=[N:31][CH:34]=2)=[CH:3][CH:2]=1 |f:1.2,4.5,^1:31|. Reactants: COC(=O)CCC#CC=1C(=CC(=NC1)C(=O)OC)C(=O)OC (dimethyl 5-(4-methoxycarbonyl-1-butinyl)-pyridine-2,4-dicarboxylate). The reagents and catalysts are [Pd] (palladium). Run in CO (methanol). Run at time 4 hour. Product: COC(=O)CCCCC=1C(=CC(=NC1)C(=O)OC)C(=O)OC (dimethyl 5-(4-methoxycarbonyl-butyl)-pyridine-2,4-dicarboxylate). As a reaction SMILES: [CH3:1][O:2][C:3]([CH2:5][CH2:6][C:7]#[C:8][C:9]1[C:10]([C:19]([O:21][CH3:22])=[O:20])=[CH:11][C:12]([C:15]([O:17][CH3:18])=[O:16])=[N:13][CH:14]=1)=[O:4]>CO.[Pd]>[CH3:1][O:2][C:3]([CH2:5][CH2:6][CH2:7][CH2:8][C:9]1[C:10]([C:19]([O:21][CH3:22])=[O:20])=[CH:11][C:12]([C:15]([O:17][CH3:18])=[O:16])=[N:13][CH:14]=1)=[O:4]. Procedure details: 305 mg of dimethyl 5-(4-methoxycarbonyl-1-butinyl)-pyridine-2,4-dicarboxylate (from Example 9) are dissolved in 30 ml of methanol and, after addition of the palladium catalyst (10% strength on charcoal) are hydrogenated. The reaction has ended after 4 hours (thin layer control). The catalyst is filtered off and the solution is evaporated in vacuo. The colorless oil is chromatographed on silica gel. Reactants: [Cl-].[Na+] (sodium chloride), C(#N)C=1C=C(C=O)C=CC1 (3-cyanobenzaldehyde), CC1(OC(=CC1=O)C)C (2,2,5-trimethyl-3(2H)-furanone), [OH-].[Na+] (sodium hydroxide). Solvent: C(C)O (ethanol). Conditions: time 1 day. Yields the product CC1(OC(=CC1=O)C=CC=1C=C(C#N)C=CC1)C (3-[2-(2,3-Dihydro-2,2-dimethyl-3-oxo-5-furanyl)ethenyl]benzonitrile). Isolated yield 43.0%. Reaction SMILES: [C:1]([C:3]1[CH:4]=[C:5]([CH:8]=[CH:9][CH:10]=1)[CH:6]=O)#[N:2].[CH3:11][C:12]1([CH3:19])[C:16](=[O:17])[CH:15]=[C:14]([CH3:18])[O:13]1.[OH-].[Na+].[Cl-].[Na+]>C(O)C>[CH3:11][C:12]1([CH3:19])[C:16](=[O:17])[CH:15]=[C:14]([CH:18]=[CH:6][C:5]2[CH:4]=[C:3]([CH:10]=[CH:9][CH:8]=2)[C:1]#[N:2])[O:13]1 |f:2.3,4.5|. Reported procedure: A solution of 3-cyanobenzaldehyde (2.5 g, 19 mM) and 2,2,5-trimethyl-3(2H)-furanone (2.0 g, 15.9 mM) in ethanol (100 mL), was added 1N aqueous sodium hydroxide (1.6 mL, 1.6 mM). The reaction solution was stirred for one day at room temperature. After saturated aqueous sodium chloride (400 mL) was added, the aqueous layer was extracted with diethyl ether (3×100 mL). The combined ethereal extracts were washed with saturated aqueous sodium chloride (50 mL), dried over MgSO4, filtered and concentrat...